describe an organic reaction: reactants, conditions, products, and yield From a dataset of the Open Reaction Database (ORD), a public repository of structured organic reaction records. The reactants are COc1ccc(Cn2ncc3c(O)c(Br)cnc32)cc1, [Cl-], O=S(=O)(N(c1ccccc1)S(=O)(=O)C(F)(F)F)C(F)(F)F, [H-], CC(C)(C)OC(=O)N1CCNCC1, [NH4+], [Na+], CN(C)C=O. Product: COc1ccc(Cn2ncc3c(N4CCN(C(=O)OC(C)(C)C)CC4)c(Br)cnc32)cc1. Reaction SMILES: [Br:3][c:4]1[c:5]([OH:22])[c:6]2[c:7]([n:8][cH:9]1)[n:10]([CH2:13][c:14]1[cH:15][cH:16][c:17]([O:20][CH3:21])[cH:18][cH:19]1)[n:11][cH:12]2.[Cl-:57].[F:23][C:24]([F:25])([F:26])[S:27]([N:28]([c:29]1[cH:30][cH:31][cH:32][cH:33][cH:34]1)[S:35]([C:36]([F:37])([F:38])[F:39])(=[O:40])=[O:41])(=[O:42])=[O:43].[H-:2].[N:44]1([C:50](=[O:51])[O:52][C:53]([CH3:54])([CH3:55])[CH3:56])[CH2:45][CH2:46][NH:47][CH2:48][CH2:49]1.[NH4+:58].[Na+:1].[O:59]=[CH:60][N:61]([CH3:62])[CH3:63]>>[Br:3][c:4]1[c:5]([N:47]2[CH2:46][CH2:45][N:44]([C:50](=[O:51])[O:52][C:53]([CH3:54])([CH3:55])[CH3:56])[CH2:49][CH2:48]2)[c:6]2[c:7]([n:8][cH:9]1)[n:10]([CH2:13][c:14]1[cH:15][cH:16][c:17]([O:20][CH3:21])[cH:18][cH:19]1)[n:11][cH:12]2. The reactants are O=C([O-])[O-], Cn1c(C(F)(F)F)cc(=O)n(C)c1=O, O=C(OC(=O)C(F)(F)F)C(F)(F)F, [K+], [K+], [Na+], [Na+], O=C1CCC(=O)N1I, O=C(O)C(F)(F)F, [O-]S([O-])=S. Yields the product Cn1c(C(F)(F)F)c(I)c(=O)n(C)c1=O. As a reaction SMILES: [C:49](=[O:50])([O-:51])[O-:52].[CH3:1][n:2]1[c:3](=[O:4])[n:5]([CH3:14])[c:6](=[O:7])[cH:8][c:9]1[C:10]([F:11])([F:12])[F:13].[F:22][C:23]([F:24])([F:25])[C:26]([O:27][C:28](=[O:29])[C:30]([F:31])([F:32])[F:33])=[O:34].[K+:53].[K+:54].[Na+:47].[Na+:48].[O:35]=[C:36]1[N:37]([I:42])[C:38](=[O:39])[CH2:40][CH2:41]1.[OH:15][C:16]([C:17]([F:18])([F:19])[F:20])=[O:21].[S:43]([O-:44])([O-:45])=[S:46]>>[CH3:1][n:2]1[c:3](=[O:4])[n:5]([CH3:14])[c:6](=[O:7])[c:8]([I:42])[c:9]1[C:10]([F:11])([F:12])[F:13]. The reactants are OC1=C(C=C(C=C1)OC)C1(SC2=C(N(C1=O)C)C=CC=C2)SC (3,4-Dihydro-2-(2-hydroxy-5-methoxyphenyl)-4-methyl-2-methylthio-3-oxo-2H-1,4-benzothiazine), BrCCCCBr (1,4-dibromobutane). Yields the product BrCCCCOC1=C(C=C(C=C1)OC)C1(SC2=C(N(C1=O)C)C=CC=C2)SC (2-[2-(4-Bromobutoxy)-5-methoxyphenyl]-3,4-dihydro-4-methyl-2-methylthio-3-oxo-2H-1,4-benzothiazine). The yield is 80.0%. As a reaction SMILES: [OH:1][C:2]1[CH:7]=[CH:6][C:5]([O:8][CH3:9])=[CH:4][C:3]=1[C:10]1([S:22][CH3:23])[C:15](=[O:16])[N:14]([CH3:17])[C:13]2[CH:18]=[CH:19][CH:20]=[CH:21][C:12]=2[S:11]1.[Br:24][CH2:25][CH2:26][CH2:27][CH2:28]Br>>[Br:24][CH2:25][CH2:26][CH2:27][CH2:28][O:1][C:2]1[CH:7]=[CH:6][C:5]([O:8][CH3:9])=[CH:4][C:3]=1[C:10]1([S:22][CH3:23])[C:15](=[O:16])[N:14]([CH3:17])[C:13]2[CH:18]=[CH:19][CH:20]=[CH:21][C:12]=2[S:11]1. Procedure details: 3,4-Dihydro-2-(2-hydroxy-5-methoxyphenyl)-4-methyl-2-methylthio-3-oxo-2H-1,4-benzothiazine (3.5 g, compound No. 8) and 1,4-dibromobutane (3.6 ml) are treated by the similar method as in Example 15 to give 3.9 g (80.0%) of the titled compound. The reactants are ClCCl (dichloromethane), [H][H] (hydrogen), C(C)(C)(C)OC(=O)N1[C@H](CCC1)C(NC=1C(OC(C1)=O)OCC)=O ((R )-2-(2-ethoxy-5-oxo-2,5-dihydrofuran-3-ylcarbamoyl)-pyrrolidine-1-carboxylic acid tert-butyl ester), N#N (N2), (−)-1,2-bis((2R,5R)-2,5-diethyl-phospholano)benzene-(cyclooctadiene)rhodium(I) trifluoromethanesulfonate. Solvent: C1(=CC=CC=C1)C (toluene). The product is C(C)(C)(C)OC(=O)N1[C@H](CCC1)C(NC1C(OC(C1)=O)OCC)=O ((R)-2-(2-ethoxy-5-oxo-tetrahydrofuran-3-ylcarbamoyl)-pyrrolidine-1-carboxylic acid tert-butyl ester). Yield: 99.5%. As a reaction SMILES: [C:1]([O:5][C:6]([N:8]1[CH2:12][CH2:11][CH2:10][C@@H:9]1[C:13](=[O:24])[NH:14][C:15]1[CH:16]([O:21][CH2:22][CH3:23])[O:17][C:18](=[O:20])[CH:19]=1)=[O:7])([CH3:4])([CH3:3])[CH3:2].N#N.[H][H].ClCCl>C1(C)C=CC=CC=1>[C:1]([O:5][C:6]([N:8]1[CH2:12][CH2:11][CH2:10][C@@H:9]1[C:13](=[O:24])[NH:14][CH:15]1[CH2:19][C:18](=[O:20])[O:17][CH:16]1[O:21][CH2:22][CH3:23])=[O:7])([CH3:4])([CH3:3])[CH3:2]. Procedure details: To a solution of (R )-2-(2-ethoxy-5-oxo-2,5-dihydrofuran-3-ylcarbamoyl)-pyrrolidine-1-carboxylic acid tert-butyl ester (X, R1=Et) (0.09 g, 0.27 mmol) in toluene previously degassed with N2 (20 mL) in a high pressure reactor in a nitrogen filled glove bag, was added (−)-1,2-bis((2R,5R)-2,5-diethyl-phospholano)benzene-(cyclooctadiene)rhodium(I) trifluoromethanesulfonate (5-15 mg). The reactor was sealed and pressurized with hydrogen (950 psi, 65 atm) and was let stand at room temperature for 2 d. ... Reactants: CC(C)OC(=O)/N=N/C(=O)OC(C)C (DIAD), FC1=C(C=CC(=C1)OC1=CC=CC=C1)C1=NNC2=NC=NC(=C21)N (3-(2-fluoro-4-phenoxy-phenyl)-1H-pyrazolo[3,4-d]pyrimidin-4-amine), OCC1N(CC1)C(=O)OC(C)(C)C (tert-butyl 2-(hydroxymethyl)azetidine-1-carboxylate), C1=CC=C(C=C1)P(C2=CC=CC=C2)C3=CC=CC=C3 (PPh3). Solvent: C1CCOC1 (THF), C1CCOC1 (THF). Conditions: time 8 hour. Yields the product NC1=C2C(=NC=N1)N(N=C2C2=C(C=C(C=C2)OC2=CC=CC=C2)F)CC2N(CC2)C(=O)OC(C)(C)C (tert-butyl 2-[[4-amino-3-(2-fluoro-4-phenoxy-phenyl)pyrazolo[3,4-d]pyrimidin-1-yl]methyl]azetidine-1-carboxylate). The yield is 175.4%. As a reaction SMILES: [F:1][C:2]1[CH:7]=[C:6]([O:8][C:9]2[CH:14]=[CH:13][CH:12]=[CH:11][CH:10]=2)[CH:5]=[CH:4][C:3]=1[C:15]1[C:23]2[C:18](=[N:19][CH:20]=[N:21][C:22]=2[NH2:24])[NH:17][N:16]=1.O[CH2:26][CH:27]1[CH2:30][CH2:29][N:28]1[C:31]([O:33][C:34]([CH3:37])([CH3:36])[CH3:35])=[O:32].C1C=CC(P(C2C=CC=CC=2)C2C=CC=CC=2)=CC=1.CC(OC(/N=N/C(OC(C)C)=O)=O)C>C1COCC1>[NH2:24][C:22]1[N:21]=[CH:20][N:19]=[C:18]2[N:17]([CH2:26][CH:27]3[CH2:30][CH2:29][N:28]3[C:31]([O:33][C:34]([CH3:35])([CH3:37])[CH3:36])=[O:32])[N:16]=[C:15]([C:3]3[CH:4]=[CH:5][C:6]([O:8][C:9]4[CH:10]=[CH:11][CH:12]=[CH:13][CH:14]=4)=[CH:7][C:2]=3[F:1])[C:23]=12. Procedure details: To a mixture of 3-(2-fluoro-4-phenoxy-phenyl)-1H-pyrazolo[3,4-d]pyrimidin-4-amine (300 mg, 0.930 mmol), tert-butyl 2-(hydroxymethyl)azetidine-1-carboxylate (0.33 mL, 1.9 mmol) and PPh3 (733.86 mg, 2.8 mmol) in THF (10 mL) in ice bath, the DIAD (0.37 mL, 1.87 mmol) as a solution in 5 ml THF was slowly added. The mixture was stirred at RT overnight and then the solvent was removed. To the residue was added H2O and the mixture was extracted with EtOAc. The combined organic layer was washed with NaH... Reactants: ClC1=CC(=C2C=CC(=NC2=C1)C)O (7-chloro-5-hydroxy-2-methylquinoline), BrCCBr (1,2-dibromoethane). The product is BrCCOC1=C2C=CC(=NC2=CC(=C1)Cl)C (5-(2-Bromoethoxy)-7-chloro-2-methylquinoline). RXN SMILES: [Cl:1][C:2]1[CH:11]=[C:10]2[C:5]([CH:6]=[CH:7][C:8]([CH3:12])=[N:9]2)=[C:4]([OH:13])[CH:3]=1.[Br:14][CH2:15][CH2:16]Br>>[Br:14][CH2:15][CH2:16][O:13][C:4]1[CH:3]=[C:2]([Cl:1])[CH:11]=[C:10]2[C:5]=1[CH:6]=[CH:7][C:8]([CH3:12])=[N:9]2. Procedure: The title compound was prepared from 7-chloro-5-hydroxy-2-methylquinoline and 1,2-dibromoethane using a similar procedure to Description 16.